This data is from the Open Reaction Database (ORD), a public repository of structured organic reaction records. The task is: describe an organic reaction: reactants, conditions, products, and yield Starting materials: CN1C=NC=C1CC=CC1=CC(=C(C(=O)OC)C=C1)C1=CC=C(C=C1)F (methyl 4-[3-(1-methylimidazol-5-yl)prop-1-en-1-yl]-2-(4-fluorophenyl)benzoate), N1C=NC=C1C/C=C/C1=CC(=C(C(=O)O)C=C1)C1=CC=C(C=C1)F (4-[(E)-3-(imidazol-5-yl)prop-1-en-1-yl]-2-(4-fluorophenyl)benzoic acid). Yields the product CN1C=NC=C1CC=CC1=CC(=C(C(=O)O)C=C1)C1=CC=C(C=C1)F (4-[3-(1-Methylimidazol-5-yl)prop-1-en-1-yl]-2-(4-fluorophenyl)benzoic acid). RXN SMILES: [CH3:1][N:2]1[C:6]([CH2:7][CH:8]=[CH:9][C:10]2[CH:19]=[CH:18][C:13]([C:14]([O:16]C)=[O:15])=[C:12]([C:20]3[CH:25]=[CH:24][C:23]([F:26])=[CH:22][CH:21]=3)[CH:11]=2)=[CH:5][N:4]=[CH:3]1.N1C(C/C=C/C2C=CC(C(O)=O)=C(C3C=CC(F)=CC=3)C=2)=CN=C1>>[CH3:1][N:2]1[C:6]([CH2:7][CH:8]=[CH:9][C:10]2[CH:19]=[CH:18][C:13]([C:14]([OH:16])=[O:15])=[C:12]([C:20]3[CH:21]=[CH:22][C:23]([F:26])=[CH:24][CH:25]=3)[CH:11]=2)=[CH:5][N:4]=[CH:3]1. Procedure: 4-[3-(1-Methylimidazol-5-yl)prop-1-en-1-yl]-2-(4-fluorophenyl)benzoic acid was prepared from methyl 4-[3-(1-methylimidazol-5-yl)prop-1-en-1-yl]-2-(4-fluorophenyl)benzoate using a similar method to that described for 4-[(E)-3-(imidazol-5-yl)prop-1-en-1-yl]-2-(4-fluorophenyl)benzoic acid in Example 37. Reactants: CO, Cl, C1COCCO1, Cc1ccc(N(C(=O)c2ccco2)C2CCN(CCC3(CCNC(=O)OC(C)(C)C)CCCCC3)CC2)cc1. Reaction SMILES: [CH3:47][OH:48].[ClH:46].[O:40]1[CH2:41][CH2:42][O:43][CH2:44][CH2:45]1.[c:1]1([CH3:39])[cH:2][cH:3][c:4]([N:7]([C:8](=[O:9])[c:10]2[o:11][cH:12][cH:13][cH:14]2)[CH:15]2[CH2:16][CH2:17][N:18]([CH2:21][CH2:22][C:23]3([CH2:29][CH2:30][NH:31][C:32](=[O:33])[O:34][C:35]([CH3:36])([CH3:37])[CH3:38])[CH2:24][CH2:25][CH2:26][CH2:27][CH2:28]3)[CH2:19][CH2:20]2)[cH:5][cH:6]1>>[c:1]1([CH3:39])[cH:2][cH:3][c:4]([N:7]([C:8](=[O:9])[c:10]2[o:11][cH:12][cH:13][cH:14]2)[CH:15]2[CH2:16][CH2:17][N:18]([CH2:21][CH2:22][C:23]3([CH2:29][CH2:30][NH2:31])[CH2:24][CH2:25][CH2:26][CH2:27][CH2:28]3)[CH2:19][CH2:20]2)[cH:5][cH:6]1. Yields the product Cc1ccc(N(C(=O)c2ccco2)C2CCN(CCC3(CCN)CCCCC3)CC2)cc1. The reactants are CC(C)(C)OC(=O)NC(C)(C)c1nc(N)no1, CCO, Cl, C1COCCO1. Yields the product Cl, CC(C)(N)c1nc(N)no1. RXN SMILES: [C:1]([O:2][C:3](=[O:4])[NH:7][C:8]([CH3:9])([CH3:10])[c:11]1[n:12][c:13]([NH2:16])[n:14][o:15]1)([CH3:5])([CH3:6])[CH3:17].[CH3:25][CH2:26][OH:27].[ClH:18].[O:19]1[CH2:20][CH2:21][O:22][CH2:23][CH2:24]1>>[ClH:18].[NH2:7][C:8]([CH3:9])([CH3:10])[c:11]1[n:12][c:13]([NH2:16])[n:14][o:15]1.